From a dataset of the Open Reaction Database (ORD), a public repository of structured organic reaction records. describe an organic reaction: reactants, conditions, products, and yield Starting materials: CCCCN(C)C(=O)N(C)C, Nc1ccccc1N1CCOCC1, O=P(Cl)(Cl)Cl, c1ccccc1. Yields the product CCCCN(C)C(=Nc1ccccc1N1CCOCC1)N(C)C. As a reaction SMILES: [CH2:1]([CH2:2][CH2:3][CH3:4])[N:5]([C:6]([N:7]([CH3:8])[CH3:9])=[O:10])[CH3:11].[NH2:12][c:13]1[c:14]([N:19]2[CH2:20][CH2:21][O:22][CH2:23][CH2:24]2)[cH:15][cH:16][cH:17][cH:18]1.[P:25]([Cl:26])([Cl:27])([Cl:28])=[O:29].[cH:30]1[cH:31][cH:32][cH:33][cH:34][cH:35]1>>[CH2:1]([CH2:2][CH2:3][CH3:4])[N:5]([C:6]([N:7]([CH3:8])[CH3:9])=[N:12][c:13]1[c:14]([N:19]2[CH2:20][CH2:21][O:22][CH2:23][CH2:24]2)[cH:15][cH:16][cH:17][cH:18]1)[CH3:11]. Starting materials: FC1=CC=C(C=C1)N=CN1C(NCC1)=N[N+](=O)[O-] (1-(4-fluorophenyliminomethyl)-2-nitroiminoimidazolidine), ClC1=NC=C(C=C1)CCl (2-chloro-5-chloromethylpyridine), C([O-])([O-])=O.[K+].[K+] (potassium carbonate). Run in CS(=O)C (dimethylsulfoxide). Run at temperature 70 celsius, time 1 hour. Product: ClC1=NC=C(C=C1)CN1C(N(CC1)C=NC1=CC=C(C=C1)F)=N[N+](=O)[O-] (1-(2-chloropyridin-5-ylmethyl)-2-nitroimino-3-(4-fluorophenyliminomethyl)imidazolidine). Yield: 43.0%. Reaction SMILES: [F:1][C:2]1[CH:7]=[CH:6][C:5]([N:8]=[CH:9][N:10]2[CH2:14][CH2:13][NH:12][C:11]2=[N:15][N+:16]([O-:18])=[O:17])=[CH:4][CH:3]=1.[Cl:19][C:20]1[CH:25]=[CH:24][C:23]([CH2:26]Cl)=[CH:22][N:21]=1.C(=O)([O-])[O-].[K+].[K+]>CS(C)=O>[Cl:19][C:20]1[CH:25]=[CH:24][C:23]([CH2:26][N:12]2[CH2:13][CH2:14][N:10]([CH:9]=[N:8][C:5]3[CH:4]=[CH:3][C:2]([F:1])=[CH:7][CH:6]=3)[C:11]2=[N:15][N+:16]([O-:18])=[O:17])=[CH:22][N:21]=1 |f:2.3.4|. Procedure: A mixture of 0.70 g of 1-(4-fluorophenyliminomethyl)-2-nitroiminoimidazolidine, 0.45 g of 2-chloro-5-chloromethylpyridine, 0.77 g of potassium carbonate and 5 ml of dimethylsulfoxide were agitated at 70° C. for 1 hour. The reaction mixture was, as it is, subjected to purification by column chromatography [silica gel, eluent: hexane-ethyl acetate (1:2)] to give 0.45 g of 1-(2-chloropyridin-5-ylmethyl)-2-nitroimino-3-(4-fluorophenyliminomethyl)imidazolidine. As a reaction SMILES: [CH3:1][C:2]([CH2:3][CH2:4][CH2:5][CH2:6][CH2:7][CH2:8][CH2:9][CH2:10][CH2:11][CH2:12][CH2:13][CH2:14][NH:15][c:16]1[cH:17][cH:18][c:19]([C:20](=[O:21])[O:22][CH2:23][CH3:24])[cH:25][cH:26]1)([CH3:27])[CH3:28].[CH3:29][CH2:30][OH:31].[ClH:34].[K+:33].[OH-:32].[OH2:35]>>[CH3:1][C:2]([CH2:3][CH2:4][CH2:5][CH2:6][CH2:7][CH2:8][CH2:9][CH2:10][CH2:11][CH2:12][CH2:13][CH2:14][NH:15][c:16]1[cH:17][cH:18][c:19]([C:20](=[O:21])[OH:22])[cH:25][cH:26]1)([CH3:27])[CH3:28]. Product: CC(C)(C)CCCCCCCCCCCCNc1ccc(C(=O)O)cc1. The reactants are CCOC(=O)c1ccc(NCCCCCCCCCCCCC(C)(C)C)cc1, CCO, Cl, [K+], [OH-], O. Reaction SMILES: [CH3:1][O:2][C:3](=[O:4])[c:5]1[c:6](-[c:11]2[n:12][c:13]3[cH:14][cH:15][c:16]([CH3:25])[cH:17][c:18]3[c:19]([C:21](=[O:22])[O:23][CH3:24])[cH:20]2)[cH:7][cH:8][cH:9][cH:10]1.[CH3:29][OH:30].[Na+:27].[OH-:26].[OH2:28]>>[CH3:1][O:2][C:3](=[O:4])[c:5]1[c:6](-[c:11]2[n:12][c:13]3[cH:14][cH:15][c:16]([CH3:25])[cH:17][c:18]3[c:19]([C:21](=[O:22])[OH:23])[cH:20]2)[cH:7][cH:8][cH:9][cH:10]1. Yields the product COC(=O)c1ccccc1-c1cc(C(=O)O)c2cc(C)ccc2n1. Reactants: COC(=O)c1ccccc1-c1cc(C(=O)OC)c2cc(C)ccc2n1, CO, [Na+], [OH-], O. Reactants: C1CCOC1, CSc1ccc(C[Mg+])cc1, [Cl-], O=Cc1ccc(F)cc1. Yields the product CSc1ccc(CC(O)c2ccc(F)cc2)cc1. RXN SMILES: [CH2:21]1[O:22][CH2:23][CH2:24][CH2:25]1.[CH3:11][S:12][c:13]1[cH:14][cH:15][c:16]([CH2:17][Mg+:18])[cH:19][cH:20]1.[Cl-:10].[F:1][c:2]1[cH:3][cH:4][c:5]([CH:6]=[O:7])[cH:8][cH:9]1>>[F:1][c:2]1[cH:3][cH:4][c:5]([CH:6]([OH:7])[CH2:17][c:16]2[cH:15][cH:14][c:13]([S:12][CH3:11])[cH:20][cH:19]2)[cH:8][cH:9]1. Reactants: CC1=C(C=CC=C1)/C=C/C(=O)OCC (ethyl(E)-3-(2-methylphenyl)-2-propenoate), C1CC(=O)N(C1=O)Br (NBS). The reagents and catalysts are C(C1=CC=CC=C1)(=O)OOC(C1=CC=CC=C1)=O (benzoyl peroxide). The solvent is C(Cl)(Cl)(Cl)Cl (CCl4). Reaction conditions: time 12 hour. Yields the product BrCC1=C(C=CC=C1)/C=C/C(=O)OCC (Ethyl(E)-3-[2-(bromomethyl)phenyl]-2-propenoate). The yield is 50.2%. Reaction SMILES: [CH3:1][C:2]1[CH:7]=[CH:6][CH:5]=[CH:4][C:3]=1/[CH:8]=[CH:9]/[C:10]([O:12][CH2:13][CH3:14])=[O:11].C1C(=O)N([Br:22])C(=O)C1>C(OOC(=O)C1C=CC=CC=1)(=O)C1C=CC=CC=1.C(Cl)(Cl)(Cl)Cl>[Br:22][CH2:1][C:2]1[CH:7]=[CH:6][CH:5]=[CH:4][C:3]=1/[CH:8]=[CH:9]/[C:10]([O:12][CH2:13][CH3:14])=[O:11]. Procedure details: To a suspension of ethyl(E)-3-(2-methylphenyl)-2-propenoate (20.0 g; 105 mmol) and NBS (19.64 g; 110.3 mmol) in refluxing CCl4 was added benzoyl peroxide (1.27 g) and the mixture was stirred for 12 h. The solution was cooled to r.t., filtered and concentrated. Flash chromatography with EtOAc:hexane 5:95 yielded the title compound (14.18 g, 50%). Starting materials: C#CCCCO, C1CCNCC1, [I-], FC(F)(F)Oc1ccc(I)cc1, c1ccc(P(c2ccccc2)(c2ccccc2)[Pd](P(c2ccccc2)(c2ccccc2)c2ccccc2)(P(c2ccccc2)(c2ccccc2)c2ccccc2)P(c2ccccc2)(c2ccccc2)c2ccccc2)cc1. The product is OCCCC#Cc1ccc(OC(F)(F)F)cc1. As a reaction SMILES: [CH2:14]([CH2:15][CH2:16][C:17]#[CH:18])[OH:19].[CH2:20]1[CH2:21][CH2:22][NH:23][CH2:24][CH2:25]1.[I-:13].[I:1][c:2]1[cH:3][cH:4][c:5]([O:8][C:9]([F:10])([F:11])[F:12])[cH:6][cH:7]1.[cH:26]1[cH:27][cH:28][c:29]([P:30]([Pd:31]([P:32]([c:33]2[cH:34][cH:35][cH:36][cH:37][cH:38]2)([c:39]2[cH:40][cH:41][cH:42][cH:43][cH:44]2)[c:45]2[cH:46][cH:47][cH:48][cH:49][cH:50]2)([P:51]([c:52]2[cH:53][cH:54][cH:55][cH:56][cH:57]2)([c:58]2[cH:59][cH:60][cH:61][cH:62][cH:63]2)[c:64]2[cH:65][cH:66][cH:67][cH:68][cH:69]2)[P:70]([c:71]2[cH:72][cH:73][cH:74][cH:75][cH:76]2)([c:77]2[cH:78][cH:79][cH:80][cH:81][cH:82]2)[c:83]2[cH:84][cH:85][cH:86][cH:87][cH:88]2)([c:89]2[cH:90][cH:91][cH:92][cH:93][cH:94]2)[c:95]2[cH:96][cH:97][cH:98][cH:99][cH:100]2)[cH:101][cH:102]1>>[c:2]1([C:18]#[C:17][CH2:16][CH2:15][CH2:14][OH:19])[cH:3][cH:4][c:5]([O:8][C:9]([F:10])([F:11])[F:12])[cH:6][cH:7]1.